From a dataset of the Open Reaction Database (ORD), a public repository of structured organic reaction records. describe an organic reaction: reactants, conditions, products, and yield The reactants are ClC1=NN=C(C2=C1C=C1C=CC=CN21)C (1-chloro-4-methylpyridazino[4,5-b]indolizine), C12CN(CC(CC1)CC2)CCCCN (4-(3-azabicyclo[3.2.2]non-3-yl)butylamine), [Cl-].[NH4+] (ammonium chloride). The product is C12CN(CC(CC1)CC2)CCCCNC=2N=NC(=C1C2C=C2C=CC=CN12)C (N-[4-(3-Azabicyclo[3.2.2]non-3-yl)butyl]-4-methylpyridazino[4,5-b]indolizin-1-amine). As a reaction SMILES: Cl[C:2]1[C:7]2[CH:8]=[C:9]3[N:14]([C:6]=2[C:5]([CH3:15])=[N:4][N:3]=1)[CH:13]=[CH:12][CH:11]=[CH:10]3.[CH:16]12[CH2:24][CH2:23][CH:20]([CH2:21][CH2:22]1)[CH2:19][N:18]([CH2:25][CH2:26][CH2:27][CH2:28][NH2:29])[CH2:17]2.[Cl-].[NH4+]>>[CH:20]12[CH2:23][CH2:24][CH:16]([CH2:22][CH2:21]1)[CH2:17][N:18]([CH2:25][CH2:26][CH2:27][CH2:28][NH:29][C:2]1[N:3]=[N:4][C:5]([CH3:15])=[C:6]3[N:14]4[C:9]([CH:10]=[CH:11][CH:12]=[CH:13]4)=[CH:8][C:7]=13)[CH2:19]2 |f:2.3|. Procedure: Following the procedure of Example 1, reaction of one equivalent of 1-chloro-4-methylpyridazino[4,5-b]indolizine, three equivalents of 4-(3-azabicyclo[3.2.2]non-3-yl)butylamine and one equivalent of ammonium chloride at 145° C. under nitrogen overnight gave the title compound as the free base after flash column chromatography (silica gel, 4:1 methylene chloride:methanol to 100% methanol containing ammonium hydroxide). This was converted to the dihydrochloride salt and recrystallized from ethanol... The reactants are CN1CCNCC1 (1-methylpiperazine), [Si](C)(C)(C(C)(C)C)Cl (t-butyldimethylsilyl chloride). Solvent: C(Cl)Cl (methylene chloride), C(Cl)Cl (methylene chloride). Conditions: temperature 0 celsius, time 18 hour. The product is C(C)(C)(C)[SiH](N1CCN(CC1)C)C (4-(t-Butylmethylsilyl)-1-methylpiperazine). Isolated yield 91.8%. Reaction SMILES: [CH3:1][N:2]1[CH2:7][CH2:6][NH:5][CH2:4][CH2:3]1.[Si:8](Cl)([C:11]([CH3:14])([CH3:13])[CH3:12])(C)[CH3:9]>C(Cl)Cl>[C:11]([SiH:8]([CH3:9])[N:5]1[CH2:6][CH2:7][N:2]([CH3:1])[CH2:3][CH2:4]1)([CH3:14])([CH3:13])[CH3:12]. Procedure details: 10 g (0.1 mol) of 1-methylpiperazine and 11.1 g (0.11 mol) of triethylamineare dissolved in 500 ml of methylene chloride and then the reaction mixtureis cooled to 0° C. A solution of 16.6 g (0.11 mol) of t-butyldimethylsilyl chloride in 20 ml of methylene chloride is slowly added to the reaction mixture and stirred at room temperature for 18 hours. The reaction mixture is passed through a silica gel column and the solvent is stripped off under reduced pressure. The residue is distilled under red...